Dataset: the Open Reaction Database (ORD), a public repository of structured organic reaction records. Task: describe an organic reaction: reactants, conditions, products, and yield Reactants: C12N(CC(NC1)CC2)CC(O)C2=C(C1=C(C(OC1)=O)C=C2)C (5-[2-(2,5-diazabicyclo[2.2.2]oct-2-yl)-1-hydroxyethyl]-4-methyl-2-benzofuran-1(3H)-one), CC1=C(C=CC=2C(OCC21)=O)C2OC2 (4-methyl-5-oxiran-2-yl-2-benzofuran-1(3H)-one). Run in CS(=O)C (DMSO), O (water). Conditions: temperature 150 celsius. Yields the product C12N(CC(N(C1)CC(O)C1=C(C3=C(C(OC3)=O)C=C1)C)CC2)CC(O)C2=C(C1=C(C(OC1)=O)C=C2)C (5,5′-[2,5-diazabicyclo[2.2.2]octane-2,5-diylbis(1-hydroxyethane-2,1-diyl)]bis(4-methyl-2-benzofuran-1(3H)-one)). Reaction SMILES: [CH:1]12[CH2:8][CH2:7][CH:4]([NH:5][CH2:6]1)[CH2:3][N:2]2[CH2:9][CH:10]([C:12]1[CH:21]=[CH:20][C:15]2[C:16](=[O:19])[O:17][CH2:18][C:14]=2[C:13]=1[CH3:22])[OH:11].[CH3:23][C:24]1[C:32]2[CH2:31][O:30][C:29](=[O:33])[C:28]=2[CH:27]=[CH:26][C:25]=1[CH:34]1[CH2:36][O:35]1>CS(C)=O.O>[CH:1]12[CH2:8][CH2:7][CH:4]([N:5]([CH2:36][CH:34]([C:25]3[CH:26]=[CH:27][C:28]4[C:29](=[O:33])[O:30][CH2:31][C:32]=4[C:24]=3[CH3:23])[OH:35])[CH2:6]1)[CH2:3][N:2]2[CH2:9][CH:10]([C:12]1[CH:21]=[CH:20][C:15]2[C:16](=[O:19])[O:17][CH2:18][C:14]=2[C:13]=1[CH3:22])[OH:11]. Procedure: In four separate reactions, isomers A-D of 5-[2-(2,5-diazabicyclo[2.2.2]oct-2-yl)-1-hydroxyethyl]-4-methyl-2-benzofuran-1(3H)-one (about 100 mg, 0.33 mmol) and 4-methyl-5-oxiran-2-yl-2-benzofuran-1(3H)-one (95 mg, 0.50 mmol) in 2 mL DMSO was heated under microwave condition (150° C.) for 1 hr. After cooling to it, the mixtures were diluted with water (20 mL), extracted with EtOAc (3×20 mL). The combined organic layers were washed with brine and dried over Na2SO4, then concentrated. The residues ... The reactants are O=C([O-])O, C1CCOC1, CC12CCC(CC1=O)C2(C)C, CC=O, CC(C)NC(C)C, [Na+]. Yields the product CC(O)C1C(=O)C2(C)CCC1C2(C)C. Reaction SMILES: [C:22](=[O:23])([O-:24])[OH:25].[CH2:27]1[O:28][CH2:29][CH2:30][CH2:31]1.[CH3:8][C:9]1([CH3:10])[CH:11]2[CH2:12][CH2:13][C:14]1([CH3:15])[C:16](=[O:17])[CH2:18]2.[CH:19]([CH3:20])=[O:21].[CH:1]([NH:2][CH:3]([CH3:4])[CH3:5])([CH3:6])[CH3:7].[Na+:26]>>[CH3:8][C:9]1([CH3:10])[CH:11]2[CH2:12][CH2:13][C:14]1([CH3:15])[C:16](=[O:17])[CH:18]2[CH:19]([CH3:20])[OH:21]. Reactants: C1COCCN1, C1CCOC1, O=[N+]([O-])c1ccncc1. Product: O=[N+]([O-])c1ccnc(N2CCOCC2)c1. RXN SMILES: [CH2:10]1[CH2:11][O:12][CH2:13][CH2:14][NH:15]1.[CH2:16]1[O:17][CH2:18][CH2:19][CH2:20]1.[N+:1](=[O:2])([O-:3])[c:4]1[cH:5][cH:6][n:7][cH:8][cH:9]1>>[N+:1](=[O:2])([O-:3])[c:4]1[cH:5][c:6]([N:15]2[CH2:10][CH2:11][O:12][CH2:13][CH2:14]2)[n:7][cH:8][cH:9]1. Reported procedure: 210 mg Crude (1-{4-[3-(3-carbamoyl-phenyl)-2-methyl-7-phenyl-imidazo[1,2-b]pyridazin-6-yl]-phenyl}-cyclobutyl)-carbamic acid tert-butyl ester, intermediate example Int-4-0, were stirred with 15 mL 4M hydrogen chloride in dioxane over night at room temperature. The solvent was evaporated and the residue was dissolved in methanol/dichloromethane. Methyl-tert.butylether was added until the product precipitated. The reaction mixture was stirred for one hour and the precipitate was sucked off. The cr... Run at time 1 hour. The solvent is O1CCOCC1 (dioxane). The reactants are C(C)(C)(C)OC(NC1(CCC1)C1=CC=C(C=C1)C=1C(=CC=2N(N1)C(=C(N2)C)C2=CC(=CC=C2)C(N)=O)C2=CC=CC=C2)=O ((1-{4-[3-(3-carbamoyl-phenyl)-2-methyl-7-phenyl-imidazo[1,2-b]pyridazin-6-yl]-phenyl}-cyclobutyl)-carbamic acid tert-butyl ester), Cl (hydrogen chloride). As a reaction SMILES: C(OC(=O)[NH:7][C:8]1([C:12]2[CH:17]=[CH:16][C:15]([C:18]3[C:19]([C:37]4[CH:42]=[CH:41][CH:40]=[CH:39][CH:38]=4)=[CH:20][C:21]4[N:22]([C:24]([C:28]5[CH:33]=[CH:32][CH:31]=[C:30]([C:34](=[O:36])[NH2:35])[CH:29]=5)=[C:25]([CH3:27])[N:26]=4)[N:23]=3)=[CH:14][CH:13]=2)[CH2:11][CH2:10][CH2:9]1)(C)(C)C.Cl>O1CCOCC1>[NH2:7][C:8]1([C:12]2[CH:13]=[CH:14][C:15]([C:18]3[C:19]([C:37]4[CH:38]=[CH:39][CH:40]=[CH:41][CH:42]=4)=[CH:20][C:21]4[N:22]([C:24]([C:28]5[CH:29]=[C:30]([CH:31]=[CH:32][CH:33]=5)[C:34]([NH2:35])=[O:36])=[C:25]([CH3:27])[N:26]=4)[N:23]=3)=[CH:16][CH:17]=2)[CH2:9][CH2:10][CH2:11]1. Yield: 22.7%. The product is NC1(CCC1)C1=CC=C(C=C1)C=1C(=CC=2N(N1)C(=C(N2)C)C=2C=C(C(=O)N)C=CC2)C2=CC=CC=C2 (3-{6-[4-(1-Amino-cyclobutyl)-phenyl]-2-methyl-7-phenyl-imidazo[1,2-b]pyridazin-3-yl}-benzamide). Starting materials: CS(C)=O, Cc1c(Cl)ncnc1OC1CCN(C(=O)OC(C)C)CC1, CC(C)OCCOc1ccc(O)c(F)c1, [K+], [K+], O=C([O-])[O-]. The product is Cc1c(Oc2ccc(OCCOC(C)C)cc2F)ncnc1OC1CCN(C(=O)OC(C)C)CC1. RXN SMILES: [CH3:43][S:44]([CH3:45])=[O:46].[CH:1]([CH3:2])([CH3:3])[O:4][C:5](=[O:6])[N:7]1[CH2:8][CH2:9][CH:10]([O:13][c:14]2[n:15][cH:16][n:17][c:18]([Cl:21])[c:19]2[CH3:20])[CH2:11][CH2:12]1.[F:22][c:23]1[c:24]([OH:36])[cH:25][cH:26][c:27]([O:29][CH2:30][CH2:31][O:32][CH:33]([CH3:34])[CH3:35])[cH:28]1.[K+:37].[K+:38].[O-:39][C:40]([O-:41])=[O:42]>>[CH:1]([CH3:2])([CH3:3])[O:4][C:5](=[O:6])[N:7]1[CH2:8][CH2:9][CH:10]([O:13][c:14]2[n:15][cH:16][n:17][c:18]([O:36][c:24]3[c:23]([F:22])[cH:28][c:27]([O:29][CH2:30][CH2:31][O:32][CH:33]([CH3:34])[CH3:35])[cH:26][cH:25]3)[c:19]2[CH3:20])[CH2:11][CH2:12]1. Starting materials: S1C(=CC=C1)CCCC(=O)O (4-(2-thienyl)butyric acid), ClC(C(=O)OC(C(Cl)Cl)=O)Cl (dichloroacetic anhydride), CC1=COC(=C1)C (3,5-dimethylfuran). Run in ClC(C)Cl (dichloroethane). Run at temperature 50 celsius, time 7 hour. The product is S1C(=CC=C1)CCCC(=O)C=1OC(=CC1C)C (2-[4-(2-thienyl)butyryl]3,5-dimethylfuran). Isolated yield 90.0%. As a reaction SMILES: [S:1]1[CH:5]=[CH:4][CH:3]=[C:2]1[CH2:6][CH2:7][CH2:8][C:9]([OH:11])=O.ClC(Cl)C(OC(=O)C(Cl)Cl)=O.[CH3:23][C:24]1[CH:28]=[C:27]([CH3:29])[O:26][CH:25]=1>ClC(Cl)C>[S:1]1[CH:5]=[CH:4][CH:3]=[C:2]1[CH2:6][CH2:7][CH2:8][C:9]([C:25]1[O:26][C:27]([CH3:29])=[CH:28][C:24]=1[CH3:23])=[O:11]. Reported procedure: In 50 ml of dichloroethane were dissolved 8.51 g (0.05 mole) of 4-(2-thienyl)butyric acid and 14.39 g (0.06 mole) of dichloroacetic anhydride. To the resulting solution was added 0.065 mole of 3,5-dimethylfuran and 0.71 g of boron trifluoride-diethyl ether complex and the resulting mixture was then stirred at 50° C. for 7 hours. After completion of the reaction, the reaction solution was cooled and washed successively with 5% aqueous sodium carbonate solution and water. The organic layer was con... Reactants: O (H2O), solution, C[Li] (methyl lithium), CCOCC (Et2O), alcohol, N#N (N2), C(C)(C)(C)OC(=O)N1CCC(C2=CC=C(C=C12)OC)=O (1-t-butoxycarbonyl-1,2,3,4-tetrahydro-7-methoxy-4-quinolone). Solvent: CCOC(=O)C (EtOAc), C1CCOC1 (THF), CCCCCC.CCOC(=O)C (hexane EtOAc), C1CCOC1 (THF). Reaction conditions: temperature 140 celsius, time 1 hour. Yields the product C(C)(C)(C)OC(=O)N1CCC(C2=CC=C(C=C12)OC)(C)O ((R/S)-1-t-Butoxycarbonyl-1,2,3,4-tetrahydro-4-hydroxy-4-methyl-7-methoxyquinoline). Yield: 74.0%. RXN SMILES: O.N#N.C[Li].[CH3:6]COCC.[C:11]([O:15][C:16]([N:18]1[C:27]2[C:22](=[CH:23][CH:24]=[C:25]([O:28][CH3:29])[CH:26]=2)[C:21](=[O:30])[CH2:20][CH2:19]1)=[O:17])([CH3:14])([CH3:13])[CH3:12]>C1COCC1.CCOC(C)=O.CCCCCC.CCOC(C)=O>[C:11]([O:15][C:16]([N:18]1[C:27]2[C:22](=[CH:23][CH:24]=[C:25]([O:28][CH3:29])[CH:26]=2)[C:21]([OH:30])([CH3:6])[CH2:20][CH2:19]1)=[O:17])([CH3:14])([CH3:13])[CH3:12] |f:7.8|. Procedure: To a flame dried 250 mL 3-necked rb flask equivuipped with a magnetic stir bar was added Ce(III)Cl.7 H2O (2.74 g, 7.35 mmol, 2 equiv). The flask was heated in a 140° C. oil bath under reduced pressure (˜1 torr) for 2.5 h. The flask was cooled to rt and slowly filled with N2 g. The white powder was suspended in dry THF (30 mL), stirred at rt for 1 h and then cooled to −78° C. To the white suspension was added a 1.4 M solution of methyl lithium (MeLi) in Et2O (5.25 mL, 7.35 mmol, 2 equiv) by syrin... Starting materials: C1(CC1)N1C=C(C(C2=CC(=C(C(=C12)F)F)F)=O)C(=O)O (1-cyclopropyl-6,7,8-trifluoro-1,4-dihydro-4-oxoquinoline-3-carboxylic acid), Br.OC1=C2CNCC2=CC=C1 (4-hydroxyisoindoline hydrobromide), C1CCC2=NCCCN2CC1 (1,8-diazabicyclo[5,4,0]-7-undecene). The solvent is CN(C)C=O (DMF). The product is OC1=C2CN(CC2=CC=C1)C1=C(C=C2C(C(=CN(C2=C1F)C1CC1)C(=O)O)=O)F (7-(4-hydroxy-2-isoindolinyl)-1-cyclopropyl-6,8-difluoro-1,4-dihydro-4-oxoquinoline-3-carboxylic acid). The yield is 19.3%. RXN SMILES: [CH:1]1([N:4]2[C:13]3[C:8](=[CH:9][C:10]([F:16])=[C:11](F)[C:12]=3[F:14])[C:7](=[O:17])[C:6]([C:18]([OH:20])=[O:19])=[CH:5]2)[CH2:3][CH2:2]1.Br.[OH:22][C:23]1[CH:31]=[CH:30][CH:29]=[C:28]2[C:24]=1[CH2:25][NH:26][CH2:27]2.C1CCN2C(=NCCC2)CC1>CN(C=O)C>[OH:22][C:23]1[CH:31]=[CH:30][CH:29]=[C:28]2[C:24]=1[CH2:25][N:26]([C:11]1[C:12]([F:14])=[C:13]3[C:8]([C:7](=[O:17])[C:6]([C:18]([OH:20])=[O:19])=[CH:5][N:4]3[CH:1]3[CH2:3][CH2:2]3)=[CH:9][C:10]=1[F:16])[CH2:27]2 |f:1.2|. Procedure: 136 mg of 1-cyclopropyl-6,7,8-trifluoro-1,4-dihydro-4-oxoquinoline-3-carboxylic acid, 130 mg of 4-hydroxyisoindoline hydrobromide, 114 mg of 1,8-diazabicyclo[5,4,0]-7-undecene (DBU), and 1.5 ml of anhydrous DMF were processed in the same manner as in Example 1 to produce 37 mg of the target compound. Starting materials: C1(=CC=C(C=C1)S(=O)(=O)Cl)C (p-toluenesulfonyl chloride), CC1(COC1)CO (3-methyl-3-oxetanemethanol), solution, [OH-].[Na+] (sodium hydroxide), O (water). The solvent is C(Cl)Cl (methylene chloride), C(Cl)Cl (methylene chloride). Reaction conditions: temperature 0 celsius. The product is CC1(COC1)CS(=O)(=O)C1=CC=C(C)C=C1 (3-METHYL-3-TOSYLMETHYLOXETANE). Reaction SMILES: [CH3:1][C:2]1([CH2:6]O)[CH2:5][O:4][CH2:3]1.[OH-].[Na+].[C:10]1([CH3:20])[CH:15]=[CH:14][C:13]([S:16](Cl)(=[O:18])=[O:17])=[CH:12][CH:11]=1.O>C(Cl)Cl>[CH3:1][C:2]1([CH2:6][S:16]([C:13]2[CH:14]=[CH:15][C:10]([CH3:20])=[CH:11][CH:12]=2)(=[O:18])=[O:17])[CH2:5][O:4][CH2:3]1 |f:1.2|. Procedure: 3-methyl-3-oxetanemethanol (100 g, 0.98 mol) was dissolved in 250 mL methylene chloride, and a 35% solution of sodium hydroxide (143.60 g, 1.08 mol)was added, and the reaction was cooled to 0° C. A solution of p-toluenesulfonyl chloride was added (186.67 g, 0.98 mol) in 375 mL methylene chloride was added over 1 hour. A white precipitate formed immediately. The reaction was stirred for 10 additional hours. 1000 mL of water was added. The dichloromethane solution layer was then removed, and dried...